Dataset: the Open Reaction Database (ORD), a public repository of structured organic reaction records. Task: describe an organic reaction: reactants, conditions, products, and yield Solvent: C(C)O (ethanol). The product is FC1=C(C=CC(=C1)C=1C=C2C(=NC1)N(C=C2C=2C=NN(C2)CC2=CC(=CC=C2)F)S(=O)(=O)C2=CC=C(C)C=C2)N2CCN(CC2)C[C@H](C)O ((S)-1-(4-(2-fluoro-4-(3-(1-(3-fluorobenzyl)-1H-pyrazol-4-yl)-1-tosyl-1H-pyrrolo[2,3-b]pyridin-5-yl)phenyl)piperazin-1-yl)propan-2-ol). As a reaction SMILES: [F:1][C:2]1[CH:3]=[C:4]([C:14]2[CH:15]=[C:16]3[C:22]([C:23]4[CH:24]=[N:25][N:26]([CH2:28][C:29]5[CH:34]=[CH:33][CH:32]=[C:31]([F:35])[CH:30]=5)[CH:27]=4)=[CH:21][N:20]([S:36]([C:39]4[CH:45]=[CH:44][C:42]([CH3:43])=[CH:41][CH:40]=4)(=[O:38])=[O:37])[C:17]3=[N:18][CH:19]=2)[CH:5]=[CH:6][C:7]=1[N:8]1[CH2:13][CH2:12][NH:11][CH2:10][CH2:9]1.[CH3:46][C@H:47]1[CH2:49][O:48]1.CCN(C(C)C)C(C)C>C(O)C>[F:1][C:2]1[CH:3]=[C:4]([C:14]2[CH:15]=[C:16]3[C:22]([C:23]4[CH:24]=[N:25][N:26]([CH2:28][C:29]5[CH:34]=[CH:33][CH:32]=[C:31]([F:35])[CH:30]=5)[CH:27]=4)=[CH:21][N:20]([S:36]([C:39]4[CH:40]=[CH:41][C:42]([CH3:43])=[CH:44][CH:45]=4)(=[O:38])=[O:37])[C:17]3=[N:18][CH:19]=2)[CH:5]=[CH:6][C:7]=1[N:8]1[CH2:9][CH2:10][N:11]([CH2:46][C@@H:47]([OH:48])[CH3:49])[CH2:12][CH2:13]1. The reactants are FC=1C=C(C=CC1N1CCNCC1)C=1C=C2C(=NC1)N(C=C2C=2C=NN(C2)CC2=CC(=CC=C2)F)S(=O)(=O)C2=CC=C(C)C=C2 (5-(3-fluoro-4-(piperazin-1-yl)phenyl)-3-(1-(3-fluorobenzyl)-1H-pyrazol-4-yl)-1-tosyl-1H-pyrrolo[2,3-b]pyridine), C[C@@H]1OC1 ((S)-2-methyloxirane), CCN(C(C)C)C(C)C (DIPEA). Yield: 76.3%. Reported procedure: Using similar reaction conditions as described in step-i of example-82A, 5-(3-fluoro-4-(piperazin-1-yl)phenyl)-3-(1-(3-fluorobenzyl)-1H-pyrazol-4-yl)-1-tosyl-1H-pyrrolo[2,3-b]pyridine (120 mg. 0.192 mmol) was alkylated using (S)-2-methyloxirane (14 mg, 0.23 mmol), DIPEA (50 mg, 0.384 mmol) and ethanol (5 mL) to get 100 mg (76.9% yield) of the titled compound. MS: m/z=683.2 (M+1). Reactants: C(C1=CC=CC=C1)N1C(C2=CC=CC=C2C(=C1)Br)=O (2-benzyl-4-bromoisoquinolin-1(2H)-one), CC1=NOC(=C1B1OC(C(O1)(C)C)(C)C)C (3,5-dimethyl-4-(4,4,5,5-tetramethyl-1,3,2-dioxaborolan-2-yl)isoxazole), C(=O)([O-])[O-].[Na+].[Na+] (Na2CO3). Reagents/catalysts: C=1C=CC(=CC1)[P](C=2C=CC=CC2)(C=3C=CC=CC3)[Pd]([P](C=4C=CC=CC4)(C=5C=CC=CC5)C=6C=CC=CC6)([P](C=7C=CC=CC7)(C=8C=CC=CC8)C=9C=CC=CC9)[P](C=1C=CC=CC1)(C=1C=CC=CC1)C=1C=CC=CC1 (Pd(PPh3)4). Run in C1(=CC=CC=C1)C (toluene), C(C)O (ethanol), O (water). Reaction conditions: temperature 100 celsius, time 17 hour. Yields the product C(C1=CC=CC=C1)N1C(C2=CC=CC=C2C(=C1)C=1C(=NOC1C)C)=O (2-benzyl-4-(3,5-dimethylisoxazol-4-yl)isoquinolin-1(2H)-one). The yield is 41.5%. As a reaction SMILES: [CH2:1]([N:8]1[CH:17]=[C:16](Br)[C:15]2[C:10](=[CH:11][CH:12]=[CH:13][CH:14]=2)[C:9]1=[O:19])[C:2]1[CH:7]=[CH:6][CH:5]=[CH:4][CH:3]=1.[CH3:20][C:21]1[C:25](B2OC(C)(C)C(C)(C)O2)=[C:24]([CH3:35])[O:23][N:22]=1.C([O-])([O-])=O.[Na+].[Na+]>C1(C)C=CC=CC=1.C(O)C.O.C1C=CC([P]([Pd]([P](C2C=CC=CC=2)(C2C=CC=CC=2)C2C=CC=CC=2)([P](C2C=CC=CC=2)(C2C=CC=CC=2)C2C=CC=CC=2)[P](C2C=CC=CC=2)(C2C=CC=CC=2)C2C=CC=CC=2)(C2C=CC=CC=2)C2C=CC=CC=2)=CC=1>[CH2:1]([N:8]1[CH:17]=[C:16]([C:25]2[C:21]([CH3:20])=[N:22][O:23][C:24]=2[CH3:35])[C:15]2[C:10](=[CH:11][CH:12]=[CH:13][CH:14]=2)[C:9]1=[O:19])[C:2]1[CH:7]=[CH:6][CH:5]=[CH:4][CH:3]=1 |f:2.3.4,^1:56,58,77,96|. Reported procedure: A mixture of 2-benzyl-4-bromoisoquinolin-1(2H)-one (0.320 g, 1.02 mmol), 3,5-dimethyl-4-(4,4,5,5-tetramethyl-1,3,2-dioxaborolan-2-yl)isoxazole (0.341 g, 1.53 mmol) and Na2CO3 (0.324 g, 3.06 mmol) in toluene (20 mL), ethanol (10 mL) and water (3 mL) was degassed under nitrogen. Pd(PPh3)4 (0.118 g, 0.10 mmol) was then added and the reaction was stirred at 100° C. for 17 h under nitrogen. After that time, the mixture was cooled to rt and concentrated under reduced pressure. The residue was dissolve... The reactants are CC1CN(c2ncccc2Cl)CCN1c1nc2cc(C(F)(F)F)cc(Br)c2[nH]1, COc1ccc(B(O)O)cc1F. Product: COc1ccc(-c2cc(C(F)(F)F)cc3nc(N4CCN(c5ncccc5Cl)CC4C)[nH]c23)cc1F. Reaction SMILES: [Br:1][c:2]1[cH:3][c:4]([C:25]([F:26])([F:27])[F:28])[cH:5][c:6]2[c:7]1[nH:8][c:9]([N:11]1[CH:12]([CH3:24])[CH2:13][N:14]([c:17]3[n:18][cH:19][cH:20][cH:21][c:22]3[Cl:23])[CH2:15][CH2:16]1)[n:10]2.[F:29][c:30]1[cH:31][c:32]([B:38]([OH:39])[OH:40])[cH:33][cH:34][c:35]1[O:36][CH3:37]>>[c:2]1(-[c:32]2[cH:31][c:30]([F:29])[c:35]([O:36][CH3:37])[cH:34][cH:33]2)[cH:3][c:4]([C:25]([F:26])([F:27])[F:28])[cH:5][c:6]2[c:7]1[nH:8][c:9]([N:11]1[CH:12]([CH3:24])[CH2:13][N:14]([c:17]3[n:18][cH:19][cH:20][cH:21][c:22]3[Cl:23])[CH2:15][CH2:16]1)[n:10]2. Reactants: BrC1=CC(=C(C=C1)CO)CC ((4-bromo-2-ethylphenyl)methanol), C1(=CC=C(C=C1)S(=O)(=O)[O-])C.[NH+]1=CC=CC=C1 (pyridinium p-toluenesulfonate), O1CCCC=C1 (3,4-dihydro-2H-pyran). The solvent is C(Cl)Cl (methylene chloride), O (water). Conditions: time 16 hour. Product: BrC1=CC(=C(COC2OCCCC2)C=C1)CC (2-[(4-Bromo-2-ethylbenzyl)oxy]tetrahydro-2H-pyran). Isolated yield 74.6%. RXN SMILES: [Br:1][C:2]1[CH:7]=[CH:6][C:5]([CH2:8][OH:9])=[C:4]([CH2:10][CH3:11])[CH:3]=1.C1(C)C=CC(S([O-])(=O)=O)=CC=1.[NH+]1C=CC=CC=1.[O:29]1[CH:34]=[CH:33][CH2:32][CH2:31][CH2:30]1>C(Cl)Cl.O>[Br:1][C:2]1[CH:7]=[CH:6][C:5]([CH2:8][O:9][CH:30]2[CH2:31][CH2:32][CH2:33][CH2:34][O:29]2)=[C:4]([CH2:10][CH3:11])[CH:3]=1 |f:1.2|. Procedure: To a solution of (4-bromo-2-ethylphenyl)methanol (CAS 877131-21-0) (2.8 g, 13 mmol) in methylene chloride (45 mL) were added pyridinium p-toluenesulfonate (327 mg, 1.3 mmol) and 3,4-dihydro-2H-pyran (2.4 mL, 26 mmol) and stirred at RT for 16 h. The reaction mixture was diluted with water, extracted with methylene chloride, dried with magnesium sulfate and concentrated. Purification by MPLC (30% ethyl acetate in hexanes) afforded 2.9 g of Intermediate 1 as a colorless oil. Reaction SMILES: [S:1]([O-:5])([O-:4])(=[O:3])=[O:2].[Al+3:6].[S:7]([O-:11])([O-:10])(=[O:9])=[O:8].S([O-])([O-])(=O)=[O:13].[Al+3].S(O)(O)(=O)=[O:19].[NH2:23][C:24]([NH2:26])=[NH:25]>O>[OH2:2].[OH2:8].[OH2:13].[OH2:19].[OH2:2].[OH2:2].[S:1]([O-:5])([O-:4])(=[O:3])=[O:2].[Al+3:6].[NH2:25][C:24]([NH2:26])=[NH2+:23].[S:7]([O-:11])([O-:10])(=[O:9])=[O:8] |f:0.1.2.3.4,5.6,8.9.10.11.12.13.14.15.16.17|. The reactants are S(=O)(=O)(O)O.NC(=N)N (guanidine sulfate), S(=O)(=O)([O-])[O-].[Al+3].S(=O)(=O)([O-])[O-].S(=O)(=O)([O-])[O-].[Al+3] (aluminum sulfate), salt. Solvent: O (water). Reported procedure: Guanidinium aluminum sulfate hexahydrate is prepared by dissolving 342 grams of aluminum sulfate in 1,000 milliliters of water and adding 141 grams of guanidine sulfate to the solution. The solvent is evaporated by vacuum evaporation to yield a dried salt. Approximately 1 to 25 pounds of this salt are incorporated per barrel of drilling fluid to provide a shale-stabilizing drilling fluid with improved properties. Yields the product O.O.O.O.O.O.S(=O)(=O)([O-])[O-].[Al+3].NC(=[NH2+])N.S(=O)(=O)([O-])[O-] (Guanidinium aluminum sulfate hexahydrate). The reactants are Cl.ONC(=O)C1(CCN(CC1)CC#C)S(=O)(=O)C1=CC=C(C=C1)SC1=CC=CC=C1 (N-hydroxy-4-[[4-(phenylthio)phenyl]sulfonyl]-1-(2-propynyl)-4-piperidinecarboxamide, monohydrochloride), C([O-])([O-])=O.[Cs+].[Cs+] (cesium carbonate), FC(OC1=CC=C(C=C1)O)(F)F (4-(trifluoromethoxy)phenol). Run in CN(C=O)C (N,N-dimethylformamide). The product is Cl.ONC(=O)C1(CCNCC1)S(=O)(=O)C1=CC=C(C=C1)OC1=C(C=CC=C1)OC(F)(F)F (N-hydroxy-4-[[4-[(trifluoromethoxy)phenoxy]phenyl]sulfonyl)-4-piperidinecarboxamide, monohydrochloride). As a reaction SMILES: [ClH:1].[OH:2][NH:3][C:4]([C:6]1([S:15]([C:18]2[CH:23]=[CH:22][C:21](SC3C=CC=CC=3)=[CH:20][CH:19]=2)(=[O:17])=[O:16])[CH2:11][CH2:10][N:9](CC#C)[CH2:8][CH2:7]1)=[O:5].C(=O)([O-])[O-:32].[Cs+].[Cs+].[F:37][C:38]([F:48])([F:47])[O:39][C:40]1[CH:45]=[CH:44][C:43](O)=[CH:42][CH:41]=1>CN(C)C=O>[ClH:1].[OH:2][NH:3][C:4]([C:6]1([S:15]([C:18]2[CH:23]=[CH:22][C:21]([O:32][C:41]3[CH:42]=[CH:43][CH:44]=[CH:45][C:40]=3[O:39][C:38]([F:48])([F:47])[F:37])=[CH:20][CH:19]=2)(=[O:16])=[O:17])[CH2:11][CH2:10][NH:9][CH2:8][CH2:7]1)=[O:5] |f:0.1,2.3.4,7.8|. Reported procedure: Part A: To a solution of the product of Example 9, Part D (1.5 g, 3.61 mmol) in N,N-dimethylformamide (10 mL) was added cesium carbonate (2.94 g, 9.03 mmol) and 4-(trifluoromethoxy)phenol (0.70 mL, 5.41 mmol). The solution was heated to ninety degrees Celsius for 20 hours. The solution was partitioned between ethyl acetate and H2O and the organic layer was washed with saturated NaCl and dried over Na2SO4. Filtration through a silica pad (ethyl acetate) provided the phenoxyphenol as a yellow oil ...